This data is from the Open Reaction Database (ORD), a public repository of structured organic reaction records. The task is: describe an organic reaction: reactants, conditions, products, and yield Starting materials: NC1=NC(=NC2=CC(=C(C=C12)OC)OC)Cl (4-amino-2-chloro-6,7-dimethoxyquinazoline), C1(=CC=CC=C1)[C@H]1[C@@H](C1)C(=O)N1CCNCC1 (1-(trans-2-phenylcyclopropylcarbonyl)piperazine). Run in C(CC(C)C)O (isopentanol). Product: O.O.Cl.NC1=NC(=NC2=CC(=C(C=C12)OC)OC)N1CCN(CC1)C(=O)[C@H]1[C@@H](C1)C1=CC=CC=C1 (4-Amino-6,7-dimethoxy-2-[4-(trans-2-phenylcyclopropylcarbonyl)-1-piperazinyl]quinazoline hydrochloride dihydrate). Isolated yield 96.3%. As a reaction SMILES: [NH2:1][C:2]1[C:11]2[C:6](=[CH:7][C:8]([O:14][CH3:15])=[C:9]([O:12][CH3:13])[CH:10]=2)[N:5]=[C:4]([Cl:16])[N:3]=1.[C:17]1([C@@H:23]2[CH2:25][C@H:24]2[C:26]([N:28]2[CH2:33][CH2:32][NH:31][CH2:30][CH2:29]2)=[O:27])[CH:22]=[CH:21][CH:20]=[CH:19][CH:18]=1>C(O)CC(C)C>[OH2:12].[OH2:27].[ClH:16].[NH2:1][C:2]1[C:11]2[C:6](=[CH:7][C:8]([O:14][CH3:15])=[C:9]([O:12][CH3:13])[CH:10]=2)[N:5]=[C:4]([N:31]2[CH2:32][CH2:33][N:28]([C:26]([C@@H:24]3[CH2:25][C@H:23]3[C:17]3[CH:22]=[CH:21][CH:20]=[CH:19][CH:18]=3)=[O:27])[CH2:29][CH2:30]2)[N:3]=1 |f:3.4.5.6|. Reported procedure: To 25 ml of isopentanol were added 1.2 g of 4-amino-2-chloro-6,7-dimethoxyquinazoline and 1.4 g of 1-(trans-2-phenylcyclopropylcarbonyl)piperazine, and the resulting mixture was heated under reflux for 4 hours. The crystals thus produced were collected by filtration and neutralized by the addition of a 20% w/w aqueous solution of sodium hydroxide. The resulting mixture was extracted with chloroform and the extract was charged into a silica gel chromatography column and eluted with chloroform. A ... As a reaction SMILES: [Br:12][N:13]1[C:14](=[O:15])[CH2:16][CH2:17][C:18]1=[O:19].[CH3:1][c:2]1[cH:3][c:4]([CH2:8][C:9](=[O:10])[OH:11])[cH:5][cH:6][cH:7]1.[Cl:32][C:33]([Cl:34])([Cl:35])[Cl:36].[N:20]([C:21]([CH3:22])([CH3:23])[C:24]#[N:25])=[N:26][C:27]([CH3:28])([CH3:29])[C:30]#[N:31]>>[CH2:1]([c:2]1[cH:3][c:4]([CH2:8][C:9](=[O:10])[OH:11])[cH:5][cH:6][cH:7]1)[Br:12]. Starting materials: O=C1CCC(=O)N1Br, Cc1cccc(CC(=O)O)c1, ClC(Cl)(Cl)Cl, CC(C)(C#N)N=NC(C)(C)C#N. Product: O=C(O)Cc1cccc(CBr)c1. Reactants: ice water, OC1C(=C(C(C1)=O)CCCCCCC(=O)OC)C=CC1=CC=CC=C1 (methyl 3-hydroxy5-oxo-2-styrylcyclopent-1-eneheptanoate), N1=CC=CC=C1 (pyridine), ClCC(=O)Cl (chloroacetyl chloride). The solvent is O1CCOCC1 (dioxane), O1CCOCC1 (dioxane). Run at time 30 minute. Yields the product ClCC(=O)OC1C(=C(C(C1)=O)CCCCCCC(=O)OC)C=CC1=CC=CC=C1 (methyl 3-chloroacetoxy-5-oxo-2-styrylcyclopent-1-eneheptanoate). RXN SMILES: [OH:1][CH:2]1[CH2:6][C:5](=[O:7])[C:4]([CH2:8][CH2:9][CH2:10][CH2:11][CH2:12][CH2:13][C:14]([O:16][CH3:17])=[O:15])=[C:3]1[CH:18]=[CH:19][C:20]1[CH:25]=[CH:24][CH:23]=[CH:22][CH:21]=1.N1C=CC=CC=1.[Cl:32][CH2:33][C:34](Cl)=[O:35]>O1CCOCC1>[Cl:32][CH2:33][C:34]([O:1][CH:2]1[CH2:6][C:5](=[O:7])[C:4]([CH2:8][CH2:9][CH2:10][CH2:11][CH2:12][CH2:13][C:14]([O:16][CH3:17])=[O:15])=[C:3]1[CH:18]=[CH:19][C:20]1[CH:21]=[CH:22][CH:23]=[CH:24][CH:25]=1)=[O:35]. Reported procedure: To a solution of 6.8 parts of methyl 3-hydroxy5-oxo-2-styrylcyclopent-1-eneheptanoate and 2 parts of pyridine in 80 parts of dioxane is added, at 0°-5°, a solution of 2.4 parts of chloroacetyl chloride in 20 parts of dioxane. The resulting reaction mixture is stirred at that temperature for about 30 minutes, then at room temperature for about 5 hours. At the end of that reaction period the mixture is poured carefully into ice water and the resulting aqueous mixture is extracted with ether. The e... Starting materials: S(CCC(=O)O)CCC(=O)O (3,3′-thiodipropionic acid), C(C=C)O (allyl alcohol), C1(=CC=CC=C1)C (toluene), O (water). The reagents and catalysts are C1(=CC=C(C=C1)S(=O)(=O)O)C (p-toluenesulfonic acid). The product is S(CCC(=O)OCC=C)CCC(=O)OCC=C (3,3′-thiodipropionic acid, diallyl ester). RXN SMILES: [S:1]([CH2:7][CH2:8][C:9]([OH:11])=[O:10])[CH2:2][CH2:3][C:4]([OH:6])=[O:5].[CH2:12](O)[CH:13]=[CH2:14].O.[C:17]1(C)[CH:22]=CC=C[CH:18]=1>C1(C)C=CC(S(O)(=O)=O)=CC=1>[S:1]([CH2:7][CH2:8][C:9]([O:11][CH2:22][CH:17]=[CH2:18])=[O:10])[CH2:2][CH2:3][C:4]([O:6][CH2:12][CH:13]=[CH2:14])=[O:5]. Procedure details: A mixture of 3,3′-thiodipropionic acid (17.82 g, 10 mmol), allyl alcohol (20.4 mL, 30 mmol) and p-toluenesulfonic acid (0.750 g) in 100 mL of toluene was refluxed for 8 h in a Dean-Stark apparatus to azeotropically remove water. The reaction mixture was quenched with saturated solution of sodium bicarbonate and the toluene layer was separated and washed with saturated sodium chloride solution and dried over anhydrous magnesium sulfate. The solvent was removed in vacuo and gave approximately 20 g...